This data is from the Open Reaction Database (ORD), a public repository of structured organic reaction records. The task is: describe an organic reaction: reactants, conditions, products, and yield Reactants: O=C([O-])[O-], C1CCOC1, COc1cc(CN)ccc1CN1CCCC1, O=[N+]([O-])c1ccccc1F, [K+], [K+]. Product: COc1cc(CNc2ccccc2[N+](=O)[O-])ccc1CN1CCCC1. Reaction SMILES: [C:27](=[O:28])([O-:29])[O-:30].[CH2:33]1[O:34][CH2:35][CH2:36][CH2:37]1.[CH3:11][O:12][c:13]1[cH:14][c:15]([CH2:16][NH2:17])[cH:18][cH:19][c:20]1[CH2:21][N:22]1[CH2:23][CH2:24][CH2:25][CH2:26]1.[F:1][c:2]1[c:3]([N+:8](=[O:9])[O-:10])[cH:4][cH:5][cH:6][cH:7]1.[K+:31].[K+:32]>>[c:2]1([NH:17][CH2:16][c:15]2[cH:14][c:13]([O:12][CH3:11])[c:20]([CH2:21][N:22]3[CH2:23][CH2:24][CH2:25][CH2:26]3)[cH:19][cH:18]2)[c:3]([N+:8](=[O:9])[O-:10])[cH:4][cH:5][cH:6][cH:7]1.